From a dataset of the Open Reaction Database (ORD), a public repository of structured organic reaction records. describe an organic reaction: reactants, conditions, products, and yield Reactants: FC1=CC=C(CN)C=C1 (4-fluorobenzylamine), ClC=1C2=C(N=C(N1)C1=NC=CN=C1)SC=C2C (4-chloro-2-(pyrazin-2-yl)-5-methyl-thieno-[2,3-d]-pyrimidine). Product: N1=C(C=NC=C1)C=1N=C(C2=C(N1)SC=C2C)NCC2=CC=C(C=C2)F (2-(pyrazin-2-yl)-4-(4-fluorobenzylamino)-5-methyl-thieno-[2,3-d]-pyrimidine). RXN SMILES: [F:1][C:2]1[CH:9]=[CH:8][C:5]([CH2:6][NH2:7])=[CH:4][CH:3]=1.Cl[C:11]1[C:12]2[C:25]([CH3:26])=[CH:24][S:23][C:13]=2[N:14]=[C:15]([C:17]2[CH:22]=[N:21][CH:20]=[CH:19][N:18]=2)[N:16]=1>>[N:18]1[CH:19]=[CH:20][N:21]=[CH:22][C:17]=1[C:15]1[N:16]=[C:11]([NH:7][CH2:6][C:5]2[CH:8]=[CH:9][C:2]([F:1])=[CH:3][CH:4]=2)[C:12]2[C:25]([CH3:26])=[CH:24][S:23][C:13]=2[N:14]=1. Procedure details: With the procedure of Example 1, the reaction of 4-fluorobenzylamine with 4-chloro-2-(pyrazin-2-yl)-5-methyl-thieno-[2,3-d]-pyrimidine yields 2-(pyrazin-2-yl)-4-(4-fluorobenzylamino)-5-methyl-thieno-[2,3-d]-pyrimidine. Run in O=P(Cl)(Cl)Cl (POCl3). Reaction SMILES: [N:1]1[CH:6]=[CH:5][CH:4]=[CH:3][C:2]=1[CH:7]([C:9]1[C:14]([CH2:15]O)=[CH:13][CH:12]=[CH:11][C:10]=1CO)O.[Cl:19]([O-:23])(=[O:22])(=[O:21])=[O:20].[Na+]>O=P(Cl)(Cl)Cl>[Cl:19]([O-:23])(=[O:22])(=[O:21])=[O:20].[CH2:7]([C:15]1[N+:1]2[CH:6]=[CH:5][CH:4]=[CH:3][C:2]=2[CH:7]=[C:9]2[CH:10]=[CH:11][CH:12]=[CH:13][C:14]=12)[CH2:2][CH2:3][CH3:4] |f:1.2,4.5|. Reactants: N1=C(C=CC=C1)C(O)C1=C(C=CC=C1CO)CO (1-(2-pyridyl)-1-[2,6-di(hydroxymethyl)-phenyl]methanol), Cl(=O)(=O)(=O)[O-].[Na+] (sodium perchlorate). The product is Cl(=O)(=O)(=O)[O-].C(CCC)C1=C2C(=CC=3C=CC=C[N+]13)C=CC=C2 (6-butylbenzo[b]quinolizinium perchlorate). Conditions: time 4 hour. Procedure details: A mixture of 0.6 g (2.5 mmol) of 1-(2-pyridyl)-1-[2,6-di(hydroxymethyl)-phenyl]methanol and 10 ml of POCl3 was refluxed with stirring for 4 hours. The mixture was cooled, poured onto ice, stirred and treated with a 20% sodium perchlorate solution. The resulting mixture was filtered, the resulting solid was washed with water, and dried to afford 0.58 g of 10-chloromethylrbenzo[b]quinolizinium perchlorate (Formula II: R1 =R2 =H; R7 =10--CH2Cl; X- =ClO4-). Reactants: B([C@@H]1C[C@@H]2C[C@H]([C@H]1C)C2(C)C)([C@@H]3C[C@@H]4C[C@H]([C@H]3C)C4(C)C)Cl ((-)-B-chlorodiisopinocampheylborane), C(C)=O (acetaldehyde), C(CCCCCCCCCCC)=O (dodecanal), C(CCCCCCCCCCC)=O (dodecanal), C(C)(=O)[O-].[Na+] (sodium acetate), OO (hydrogen peroxide), OO (H2O2), C(C=C)[Mg]Br (allylmagnesium bromide), organoborane. The solvent is C(C)OCC (ethyl ether), CCOCC (ether). Reaction conditions: temperature -40 celsius, time 30 minute. The product is C=CC[C@@H](CCCCCCCCCCC)O ((R)-1-pentadecen-4-ol). Isolated yield 75.0%. Reaction SMILES: B(Cl)([C@H]1[C@H](C)[C@@H]2C(C)(C)[C@@H](C2)C1)[C@H]1[C@H](C)[C@@H]2C(C)(C)[C@@H](C2)C1.[CH2:23]([Mg]Br)[CH:24]=[CH2:25].[CH:28](=[O:40])[CH2:29][CH2:30][CH2:31][CH2:32][CH2:33][CH2:34][CH2:35][CH2:36][CH2:37][CH2:38][CH3:39].C(=O)C.C([O-])(=O)C.[Na+].OO>C(OCC)C>[CH2:25]=[CH:24][CH2:23][C@H:28]([OH:40])[CH2:29][CH2:30][CH2:31][CH2:32][CH2:33][CH2:34][CH2:35][CH2:36][CH2:37][CH2:38][CH3:39] |f:4.5|. Procedure details: In a 250-ml round bottom flask equipped with septum inlet, bent tube adapter and magnetic stirring bar is placed (-)-B-chlorodiisopinocampheylborane (99% ee, 9.6 g, 30 mM derived from (+)-α-pinene). The reagent (purchased from Aldrich Chemical Co., 940 West Saint Paul Ave., Milwaukee, Wis. 53233), and 30 ml of anhydrous ether were placed under a nitrogen atmosphere. The mixture was cooled to -40° C. and then treated with allylmagnesium bromide (1.1M 22.7 ml, 25 mM). The reaction mixture was then... Reactants: CCOP(=O)(CC(=O)OC(C)(C)C)OCC, Cc1cc(C(=O)OCc2ccccc2)sc1C=O, [H-], [Na+], C1CCOC1. Yields the product Cc1cc(C(=O)OCc2ccccc2)sc1C=CC(=O)OC(C)(C)C. Reaction SMILES: [C:1]([CH3:2])([CH3:3])([CH3:4])[O:5][C:6]([CH2:7][P:8]([O:9][CH2:10][CH3:11])([O:12][CH2:13][CH3:14])=[O:15])=[O:16].[CH2:19]([c:20]1[cH:21][cH:22][cH:23][cH:24][cH:25]1)[O:26][C:27](=[O:28])[c:29]1[s:30][c:31]([CH:35]=[O:36])[c:32]([CH3:34])[cH:33]1.[H-:17].[Na+:18].[O:37]1[CH2:38][CH2:39][CH2:40][CH2:41]1>>[C:1]([CH3:2])([CH3:3])([CH3:4])[O:5][C:6]([CH:7]=[CH:35][c:31]1[s:30][c:29]([C:27]([O:26][CH2:19][c:20]2[cH:21][cH:22][cH:23][cH:24][cH:25]2)=[O:28])[cH:33][c:32]1[CH3:34])=[O:16]. Starting materials: Cn1nc(CBr)c2c(Cl)ncnc21, O=C([O-])[O-], Oc1cccc(OCc2ccccc2)c1, CN(C)C=O, [K+], [K+]. Yields the product Cn1nc(COc2cccc(OCc3ccccc3)c2)c2c(Cl)ncnc21. As a reaction SMILES: [Br:1][CH2:2][c:3]1[n:4][n:5]([CH3:13])[c:6]2[n:7][cH:8][n:9][c:10]([Cl:12])[c:11]12.[C:29](=[O:30])([O-:31])[O-:32].[CH2:14]([c:15]1[cH:16][cH:17][cH:18][cH:19][cH:20]1)[O:21][c:22]1[cH:23][c:24]([OH:28])[cH:25][cH:26][cH:27]1.[CH3:35][N:36]([CH3:37])[CH:38]=[O:39].[K+:33].[K+:34]>>[CH2:2]([c:3]1[n:4][n:5]([CH3:13])[c:6]2[n:7][cH:8][n:9][c:10]([Cl:12])[c:11]12)[O:28][c:24]1[cH:23][c:22]([O:21][CH2:14][c:15]2[cH:16][cH:17][cH:18][cH:19][cH:20]2)[cH:27][cH:26][cH:25]1. The reactants are C(C)(=O)C=1C(=NC2=CC(=C(C=C2C1C1=CC(=C(C=C1)OC)OC)OC)OC)CBr (3-acetyl-2-bromomethyl-4-(3,4-dimethoxyphenyl)-6,7-dimethoxyquinoline), CN1C(=NC=C1)S (1-methyl-2-mercaptoimidazole), C([O-])([O-])=O.[K+].[K+] (potassium carbonate), CN(C=O)C (N,N-dimethylformamide). Solvent: O (water). Run at time 3 hour. Product: C(C)(=O)C=1C(=NC2=CC(=C(C=C2C1C1=CC(=C(C=C1)OC)OC)OC)OC)CSC=1N(C=CN1)C (3-acetyl-4-(3,4-dimethoxy-phenyl)-6,7-dimethoxy-2-[(1-methylimidazol-2-yl)thiomethyl]-quinoline). The yield is 68.4%. RXN SMILES: [C:1]([C:4]1[C:5]([CH2:28]Br)=[N:6][C:7]2[C:12]([C:13]=1[C:14]1[CH:19]=[CH:18][C:17]([O:20][CH3:21])=[C:16]([O:22][CH3:23])[CH:15]=1)=[CH:11][C:10]([O:24][CH3:25])=[C:9]([O:26][CH3:27])[CH:8]=2)(=[O:3])[CH3:2].[CH3:30][N:31]1[CH:35]=[CH:34][N:33]=[C:32]1[SH:36].C(=O)([O-])[O-].[K+].[K+].CN(C)C=O>O>[C:1]([C:4]1[C:5]([CH2:28][S:36][C:32]2[N:31]([CH3:30])[CH:35]=[CH:34][N:33]=2)=[N:6][C:7]2[C:12]([C:13]=1[C:14]1[CH:19]=[CH:18][C:17]([O:20][CH3:21])=[C:16]([O:22][CH3:23])[CH:15]=1)=[CH:11][C:10]([O:24][CH3:25])=[C:9]([O:26][CH3:27])[CH:8]=2)(=[O:3])[CH3:2] |f:2.3.4|. Reported procedure: A mixture of 3-acetyl-2-bromomethyl-4-(3,4-dimethoxyphenyl)-6,7-dimethoxyquinoline (1.5 g), 1-methyl-2-mercaptoimidazole (0.417 g), potassium carbonate (0.495 g) and N,N-dimethylformamide (20 ml) was stirred at room temperature for 3 hours. The reaction mixture was poured into water, and extracted with ethyl acetate. The ethyl acetate layer was washed with water, and dried over magnesium sulfate. Evaporation of the solvent gave 3-acetyl-4-(3,4-dimethoxy-phenyl)-6,7-dimethoxy-2-[(1-methylimidazol... The reactants are O (water), C([O-])([O-])=O.[K+].[K+] (potassium carbonate), NC1CCNCC1 (4-aminopiperidine), C(C)OC(C1=CN=C(C=C1)Cl)=O (6-chloronicotinic acid ethyl ester). Solvent: CN(C)C=O (DMF). Run at temperature 100 celsius, time 1 hour. Product: C(C)OC(C1=CN=C(C=C1)N1CCC(CC1)N)=O (6-(4-aminopiperidin-1-yl)nicotinic acid ethyl ester). As a reaction SMILES: [CH2:1]([O:3][C:4](=[O:12])[C:5]1[CH:10]=[CH:9][C:8](Cl)=[N:7][CH:6]=1)[CH3:2].C(=O)([O-])[O-].[K+].[K+].[NH2:19][CH:20]1[CH2:25][CH2:24][NH:23][CH2:22][CH2:21]1.O>CN(C=O)C>[CH2:1]([O:3][C:4](=[O:12])[C:5]1[CH:10]=[CH:9][C:8]([N:23]2[CH2:24][CH2:25][CH:20]([NH2:19])[CH2:21][CH2:22]2)=[N:7][CH:6]=1)[CH3:2] |f:1.2.3|. Reported procedure: 6-chloronicotinic acid ethyl ester (4.27 g, 23 mmol) was dissolved in DMF (30 ml), and potassium carbonate (4.77 g, 35 mmol) and 4-aminopiperidine (2.76 g, 28 mmol) were added thereto, followed by stirring at 80° C. for 3 hours and at 100° C. for 1 hour. After the reaction mixture was cooled to room temperature, water was added thereto, followed by extraction with ethyl acetate. The organic layer was washed with water and saturated sodium chloride, and then dried over anhydrous sodium sulfate. A... Reactants: COC(=O)c1ccc2c(C3CCCCC3)c(Br)[nH]c2c1, OB(O)c1ccc(F)cc1OCc1ccccc1, Cn1c(-c2ccccc2O)c(C2CCCCC2)c2ccc(C(=O)OC(C)(C)C)cc21. Yields the product COC(=O)c1ccc2c(C3CCCCC3)c(-c3ccc(F)cc3OCc3ccccc3)[nH]c2c1. As a reaction SMILES: [Br:31][c:32]1[nH:33][c:34]2[cH:35][c:36]([C:47](=[O:48])[O:49][CH3:50])[cH:37][cH:38][c:39]2[c:40]1[CH:41]1[CH2:42][CH2:43][CH2:44][CH2:45][CH2:46]1.[CH2:51]([c:52]1[cH:53][cH:54][cH:55][cH:56][cH:57]1)[O:58][c:59]1[c:60]([B:66]([OH:67])[OH:68])[cH:61][cH:62][c:63]([F:65])[cH:64]1.[CH:1]1([c:2]2[c:3]3[c:4]([cH:5][c:6]([C:7]([O:8][C:9]([CH3:10])([CH3:11])[CH3:12])=[O:13])[cH:14][cH:15]3)[n:16]([CH3:17])[c:18]2-[c:19]2[cH:20][cH:21][cH:22][cH:23][c:24]2[OH:25])[CH2:26][CH2:27][CH2:28][CH2:29][CH2:30]1>>[c:32]1(-[c:60]2[c:59]([O:58][CH2:51][c:52]3[cH:53][cH:54][cH:55][cH:56][cH:57]3)[cH:64][c:63]([F:65])[cH:62][cH:61]2)[nH:33][c:34]2[cH:35][c:36]([C:47](=[O:48])[O:49][CH3:50])[cH:37][cH:38][c:39]2[c:40]1[CH:41]1[CH2:42][CH2:43][CH2:44][CH2:45][CH2:46]1. The reactants are N[C@H](C(=O)N[C@H]([C@H](C(C(CC)CC)O)O)CC1CCCCC1)CC=1N=CNC1 ((S)-α-amino--N--[(1S, 2R, 3RS)-1(cyclohexylmethyl)-4ethyl-2,3-dihydroxyhexyl]imidazole-4-propionamide), C(C(C)(C)C)(=O)C[C@H](C(=O)O)CC1=CC=CC=C1 ((R)-α-(pivaloylmethyl)hydrocinnamic acid), C(C)N1CCOCC1 (4-ethylmorpholine), C(CCl)Cl (EDC). Solvent: CN(C=O)C (dimethylformamide). Run at time 8 hour. Yields the product C1(CCCCC1)C[C@@H]([C@H](C(C(CC)CC)O)O)NC([C@H](CC=1N=CNC1)NC([C@H](CC1=CC=CC=C1)CC(C(C)(C)C)=O)=O)=O ((S)--N--[(1S,2R,3RS)-1-(cyclohexylmethyl)-4-ethyl-2,3-dihydroxyhexyl]-α-[(R)-α-(3,3-dimethyl-2-oxobutyl)hydrocinnamamido]imidazole-4-propionamide). Yield: 62.6%. As a reaction SMILES: [NH2:1][C@@H:2]([CH2:23][C:24]1[N:25]=[CH:26][NH:27][CH:28]=1)[C:3]([NH:5][C@@H:6]([CH2:16][CH:17]1[CH2:22][CH2:21][CH2:20][CH2:19][CH2:18]1)[C@@H:7]([OH:15])[CH:8]([OH:14])[CH:9]([CH2:12][CH3:13])[CH2:10][CH3:11])=[O:4].[C:29]([CH2:35][C@@H:36]([CH2:40][C:41]1[CH:46]=[CH:45][CH:44]=[CH:43][CH:42]=1)[C:37](O)=[O:38])(=[O:34])[C:30]([CH3:33])([CH3:32])[CH3:31].C(N1CCOCC1)C.C(Cl)CCl>CN(C)C=O>[CH:17]1([CH2:16][C@H:6]([NH:5][C:3](=[O:4])[C@@H:2]([NH:1][C:37](=[O:38])[C@@H:36]([CH2:35][C:29](=[O:34])[C:30]([CH3:31])([CH3:33])[CH3:32])[CH2:40][C:41]2[CH:42]=[CH:43][CH:44]=[CH:45][CH:46]=2)[CH2:23][C:24]2[N:25]=[CH:26][NH:27][CH:28]=2)[C@@H:7]([OH:15])[CH:8]([OH:14])[CH:9]([CH2:12][CH3:13])[CH2:10][CH3:11])[CH2:18][CH2:19][CH2:20][CH2:21][CH2:22]1. Procedure details: A mixture of 880 mg (2.3 mmol) of (S)-α-amino--N--[(1S, 2R, 3RS)-1(cyclohexylmethyl)-4ethyl-2,3-dihydroxyhexyl]imidazole-4-propionamide, 608 mg (2.45 mmol) of (R)-α-(pivaloylmethyl)hydrocinnamic acid (see EPA 0 184 550), 0.35 ml (2.76 mmol) of 4-ethylmorpholine, 662 mg (4.9 mmol) of HBT amd 529 mg (2.76 mmol) of EDC in 20 ml of dimethylformamide is stirred at room temperature overnight. Thereafter, the reaction mixture is evaporated to dryness in a high vacuum, the residue is poured into a mixtu... Starting materials: CCOC(=O)COc1ccc(Sc2ccc(CO)cc2Cl)cc1C, CCOC(=O)COc1cc(C)c(Sc2ccc(C=O)cc2Cl)cc1C. The product is CCOC(=O)COc1cc(C)c(Sc2ccc(CO)cc2Cl)cc1C. RXN SMILES: [CH2:1]([O:2][C:3](=[O:4])[CH2:5][O:6][c:7]1[cH:8][cH:9][c:10]([S:11][c:12]2[cH:13][cH:14][c:15]([CH2:16][OH:17])[cH:18][c:19]2[Cl:20])[cH:21][c:22]1[CH3:23])[CH3:24].[CH2:25]([CH3:26])[O:27][C:28]([CH2:29][O:30][c:31]1[c:32]([CH3:48])[cH:33][c:34]([S:38][c:39]2[c:40]([Cl:47])[cH:41][c:42]([CH:45]=[O:46])[cH:43][cH:44]2)[c:35]([CH3:37])[cH:36]1)=[O:49]>>[CH2:25]([CH3:26])[O:27][C:28]([CH2:29][O:30][c:31]1[c:32]([CH3:48])[cH:33][c:34]([S:38][c:39]2[c:40]([Cl:47])[cH:41][c:42]([CH2:45][OH:46])[cH:43][cH:44]2)[c:35]([CH3:37])[cH:36]1)=[O:49].